From a dataset of the Open Reaction Database (ORD), a public repository of structured organic reaction records. describe an organic reaction: reactants, conditions, products, and yield Reactants: C=CCON=CC(C)=CC1C(C(=O)O)C1(C)C, CCN=C=NCCCN(C)C, CN(C)c1ccncc1, ClC(Cl)Cl, Cl, C#CCN1CC(=O)N(CO)C1=O. Yields the product C#CCN1CC(=O)N(COC(=O)C2C(C=C(C)C=NOCC=C)C2(C)C)C1=O. RXN SMILES: [CH2:13]([CH:14]=[CH2:15])[O:16][N:17]=[CH:18][C:19](=[CH:20][CH:21]1[C:22]([CH3:27])([CH3:28])[CH:23]1[C:24](=[O:25])[OH:26])[CH3:29].[CH2:31]([N:32]=[C:33]=[N:34][CH2:35][CH2:36][CH2:37][N:38]([CH3:39])[CH3:40])[CH3:41].[CH3:42][N:43]([CH3:44])[c:45]1[cH:46][cH:47][n:48][cH:49][cH:50]1.[CH:51]([Cl:52])([Cl:53])[Cl:54].[ClH:30].[OH:1][CH2:2][N:3]1[C:4](=[O:12])[N:5]([CH2:9][C:10]#[CH:11])[CH2:6][C:7]1=[O:8]>>[O:1]([CH2:2][N:3]1[C:4](=[O:12])[N:5]([CH2:9][C:10]#[CH:11])[CH2:6][C:7]1=[O:8])[C:24]([CH:23]1[CH:21]([CH:20]=[C:19]([CH:18]=[N:17][O:16][CH2:13][CH:14]=[CH2:15])[CH3:29])[C:22]1([CH3:27])[CH3:28])=[O:25]. Starting materials: CI, [K+], [K+], O=C([O-])[O-], CC1(C)C=Cc2c(O)c(C=O)cc([N+](=O)[O-])c2O1. Product: COc1c(C=O)cc([N+](=O)[O-])c2c1C=CC(C)(C)O2. Reaction SMILES: [CH3:25][I:26].[K+:19].[K+:20].[O-:21][C:22]([O-:23])=[O:24].[OH:1][c:2]1[c:3]2[c:8]([c:9]([N+:14](=[O:15])[O-:16])[cH:10][c:11]1[CH:12]=[O:13])[O:7][C:6]([CH3:17])([CH3:18])[CH:5]=[CH:4]2>>[O:1]([c:2]1[c:3]2[c:8]([c:9]([N+:14](=[O:15])[O-:16])[cH:10][c:11]1[CH:12]=[O:13])[O:7][C:6]([CH3:17])([CH3:18])[CH:5]=[CH:4]2)[CH3:22]. The reactants are NC1=C2N=CN(C2=NC=N1)[C@@H]1O[C@@H]([C@@H]2[C@H]1OC(O2)(C)C)CN(C2CC(C2)CCC(=O)NC2=C(C=C(C=C2)C(COC)(C)C)N)C (3-[3-({[(3aR,4R,6R,6aR)-6-(6-Amino-9H-purin-9-yl)-2,2-dimethyl-tetrahydro-2H-furo[3,4-d][1,3]dioxol-4-yl]methyl}(methyl)amino)cyclobutyl]-N-[2-amino-4-(1-methoxy-2-methylpropan-2-yl)phenyl]propanamide). The solvent is CC(=O)O (AcOH). Run at temperature 50 celsius. Yields the product COCC(C)(C)C1=CC2=C(NC(=N2)CCC2CC(C2)N(C)C[C@H]2O[C@H]([C@H]3[C@@H]2OC(O3)(C)C)N3C2=NC=NC(=C2N=C3)N)C=C1 (9-[(3aR,4R,6R,6aR)-6-{[(3-{2-[5-(1-Methoxy-2-methylpropan-2-yl)-1H-1,3-benzodiazol-2-yl]ethyl}cyclobutyl)(methyl)amino]methyl}-2,2-dimethyl-tetrahydro-2H-furo[3,4-d][1,3]dioxol-4-yl]-9H-purin-6-amine). Isolated yield 48.3%. Reaction SMILES: [NH2:1][C:2]1[N:10]=[CH:9][N:8]=[C:7]2[C:3]=1[N:4]=[CH:5][N:6]2[C@H:11]1[C@@H:15]2[O:16][C:17]([CH3:20])([CH3:19])[O:18][C@@H:14]2[C@@H:13]([CH2:21][N:22]([CH3:45])[CH:23]2[CH2:26][CH:25]([CH2:27][CH2:28][C:29]([NH:31][C:32]3[CH:37]=[CH:36][C:35]([C:38]([CH3:43])([CH3:42])[CH2:39][O:40][CH3:41])=[CH:34][C:33]=3[NH2:44])=O)[CH2:24]2)[O:12]1>CC(O)=O>[CH3:41][O:40][CH2:39][C:38]([C:35]1[CH:36]=[CH:37][C:32]2[NH:31][C:29]([CH2:28][CH2:27][CH:25]3[CH2:24][CH:23]([N:22]([CH2:21][C@@H:13]4[C@H:14]5[O:18][C:17]([CH3:19])([CH3:20])[O:16][C@H:15]5[C@H:11]([N:6]5[CH:5]=[N:4][C:3]6[C:7]5=[N:8][CH:9]=[N:10][C:2]=6[NH2:1])[O:12]4)[CH3:45])[CH2:26]3)=[N:44][C:33]=2[CH:34]=1)([CH3:42])[CH3:43]. Reported procedure: 3-[3-({[(3aR,4R,6R,6aR)-6-(6-Amino-9H-purin-9-yl)-2,2-dimethyl-tetrahydro-2H-furo[3,4-d][1,3]dioxol-4-yl]methyl}(methyl)amino)cyclobutyl]-N-[2-amino-4-(1-methoxy-2-methylpropan-2-yl)phenyl]propanamide (1.036 g, 1.66 mmol) was dissolved in AcOH (17 ml) and heated to 50° C. for 5 h. The reaction was concentrated in vacuo and the residue was dissolved in DCM (75 ml) and sat. NaHCO3 solution (75 ml) was added. The organic layer was separated and the aqueous layer was extracted with DCM (2×75 ml). Th...